From a dataset of the Open Reaction Database (ORD), a public repository of structured organic reaction records. describe an organic reaction: reactants, conditions, products, and yield Reactants: COc1cc2ncnc(Nc3cccc(Cl)c3F)c2cc1OC1CCC2(CC1)OCCO2, [Na+], C1CCOC1, [OH-], O=S(=O)(O)O. Product: COc1cc2ncnc(Nc3cccc(Cl)c3F)c2cc1OC1CCC(=O)CC1. As a reaction SMILES: [Cl:6][c:7]1[c:8]([F:37])[c:9]([NH:13][c:14]2[n:15][cH:16][n:17][c:18]3[cH:19][c:20]([O:35][CH3:36])[c:21]([O:24][CH:25]4[CH2:26][CH2:27][C:28]5([O:29][CH2:32][CH2:31][O:30]5)[CH2:33][CH2:34]4)[cH:22][c:23]23)[cH:10][cH:11][cH:12]1.[Na+:39].[O:40]1[CH2:41][CH2:42][CH2:43][CH2:44]1.[OH-:38].[S:1](=[O:2])(=[O:3])([OH:4])[OH:5]>>[Cl:6][c:7]1[c:8]([F:37])[c:9]([NH:13][c:14]2[n:15][cH:16][n:17][c:18]3[cH:19][c:20]([O:35][CH3:36])[c:21]([O:24][CH:25]4[CH2:26][CH2:27][C:28](=[O:29])[CH2:33][CH2:34]4)[cH:22][c:23]23)[cH:10][cH:11][cH:12]1.